Dataset: the Open Reaction Database (ORD), a public repository of structured organic reaction records. Task: describe an organic reaction: reactants, conditions, products, and yield Starting materials: BrC=1C=C(C=NC1)C(C)=O (5-bromo-3-acetyl-pyridine), BrBr (bromine). The reagents and catalysts are C(C)(=O)O.Br (acetic acid hydrobromic acid). Solvent: C(Cl)(Cl)Cl (chloroform), C(Cl)(Cl)Cl (chloroform). The product is Br.BrC=1C=C(C=NC1)C(CBr)=O (5-Bromo-3-bromoacetyl-pyridine hydrobromide). As a reaction SMILES: [Br:1][C:2]1[CH:3]=[C:4]([C:8](=[O:10])[CH3:9])[CH:5]=[N:6][CH:7]=1.[Br:11]Br>C(Cl)(Cl)Cl.C(O)(=O)C.Br>[BrH:1].[Br:1][C:2]1[CH:3]=[C:4]([C:8](=[O:10])[CH2:9][Br:11])[CH:5]=[N:6][CH:7]=1 |f:3.4,5.6|. Procedure: 4 g (0.02 mol) of 5-bromo-3-acetyl-pyridine are dissolved in 50 ml of chloroform, 5 drops of glacial acetic acid/hydrobromic acid (35%) are added and the mixture is heated to boiling. To this boiling solution, 3.2 g (0.02 mol) of bromine in 30 ml of chloroform are added dropwise over a period of 5 hours with stirring. After cooling to ambient temperature the yellow solid product is suction filtered. The reactants are C(#C)[Si](C)(C)C (Ethynyltrimethylsilane), C(C)(C)NC(C)C (diisopropylamine), F[B-](F)(F)F.C(C)(C)(C)[PH+](C(C)(C)C)C(C)(C)C (tri-tert-butylphosphonium tetrafluoroborate), N#N (N2), BrC=1C=C(C=CC1)C[C@@H]([C@@H](CO)O[Si](C)(C)C(C)(C)C)NC(OC(C)(C)C)=O (Tert-Butyl (2S,3S)-1-(3-bromophenyl)-3-(tert-butyldimethylsilyloxy)-4-hydroxybutan-2-ylcarbamate). Reagents/catalysts: C1=CC=C(C=C1)C#N.C1=CC=C(C=C1)C#N.Cl[Pd]Cl (PdCl2(PhCN)2), [Cu](I)I (copper iodide). The solvent is C(Cl)Cl (DCM), CCOC(=O)C (EtOAc). Reaction conditions: time 4 hour. Product: [Si](C)(C)(C(C)(C)C)O[C@@H]([C@H](CC1=CC(=CC=C1)C#C[Si](C)(C)C)NC(OC(C)(C)C)=O)CO (tert-butyl (2S,3S)-3-(tert-butyldimethylsilyloxy)-4-hydroxy-1-(3-(2-(trimethylsilyl)ethynyl)phenyl)butan-2-ylcarbamate). As a reaction SMILES: Br[C:2]1[CH:3]=[C:4]([CH2:8][C@H:9]([NH:21][C:22](=[O:28])[O:23][C:24]([CH3:27])([CH3:26])[CH3:25])[C@H:10]([O:13][Si:14]([C:17]([CH3:20])([CH3:19])[CH3:18])([CH3:16])[CH3:15])[CH2:11][OH:12])[CH:5]=[CH:6][CH:7]=1.N#N.F[B-](F)(F)F.C([PH+](C(C)(C)C)C(C)(C)C)(C)(C)C.[C:49]([Si:51]([CH3:54])([CH3:53])[CH3:52])#[CH:50].C(NC(C)C)(C)C>CCOC(C)=O.C1C=CC(C#N)=CC=1.C1C=CC(C#N)=CC=1.Cl[Pd]Cl.[Cu](I)I.C(Cl)Cl>[Si:14]([O:13][C@H:10]([CH2:11][OH:12])[C@@H:9]([NH:21][C:22](=[O:28])[O:23][C:24]([CH3:27])([CH3:26])[CH3:25])[CH2:8][C:4]1[CH:5]=[CH:6][CH:7]=[C:2]([C:50]#[C:49][Si:51]([CH3:54])([CH3:53])[CH3:52])[CH:3]=1)([C:17]([CH3:20])([CH3:19])[CH3:18])([CH3:16])[CH3:15] |f:2.3,7.8.9|. Reported procedure: Tert-Butyl (2S,3S)-1-(3-bromophenyl)-3-(tert-butyldimethylsilyloxy)-4-hydroxybutan-2-ylcarbamate (2.09 g, 4.40 mmol) was concentrated under reduced pressure from DCM in a 50-mL RBF. The flask was filled with N2 (g), then PdCl2(PhCN)2 (0.101 g, 0.264 mmol), tri-tert-butylphosphonium tetrafluoroborate (0.153 g, 0.529 mmol), and copper iodide (33.6 mg, 0.176 mmol) were added. The flask was evacuated and refilled with N2 (g). This process was repeated 3×, then a rubber septum was attached. Ar (g)-de... The reactants are CC[S-], CS(C)=O, COCOc1cc(F)ccc1C(=O)OC, [Na+], O. Product: CCSc1ccc(C(=O)OC)c(OCOC)c1. Reaction SMILES: [CH2:20]([CH3:21])[S-:22].[CH3:16][S:17]([CH3:18])=[O:19].[F:1][c:2]1[cH:3][c:4]([O:12][CH2:13][O:14][CH3:15])[c:5]([C:6](=[O:7])[O:8][CH3:9])[cH:10][cH:11]1.[Na+:23].[OH2:24]>>[c:2]1([S:22][CH2:20][CH3:21])[cH:3][c:4]([O:12][CH2:13][O:14][CH3:15])[c:5]([C:6](=[O:7])[O:8][CH3:9])[cH:10][cH:11]1. The yield is 70.8%. Starting materials: CC1=NC(=CC(=N1)SC)[Sn](CCCC)(CCCC)CCCC (2-methyl-4-(methylthio)-6-(tributylstannyl)pyrimidine), ClC1=NC2=CC=CC=C2N=C1Cl (2,3-dichloroquinoxaline). Reaction conditions: temperature 120 celsius. Procedure: A glass microwave reaction vessel was charged with 2-methyl-4-(methylthio)-6-(tributylstannyl)pyrimidine (1.6 g, 3.73 mmol), 2,3-dichloroquinoxaline (1.484 g, 7.45 mmol, Aldrich) and tetrakis(triphenylphosphine)palladium (0.431 g, 0.373 mmol, Strem Chemicals) in toluene (5 mL). Argon was bubbled through for 2 min. The reaction mixture was stirred and heated at 120° C. for 36 h. The mixture was cooled to room temperature, filtered through Celite® (diatomaceous earth) washing with 10% methanol-DCM... The reagents and catalysts are C=1C=CC(=CC1)[P](C=2C=CC=CC2)(C=3C=CC=CC3)[Pd]([P](C=4C=CC=CC4)(C=5C=CC=CC5)C=6C=CC=CC6)([P](C=7C=CC=CC7)(C=8C=CC=CC8)C=9C=CC=CC9)[P](C=1C=CC=CC1)(C=1C=CC=CC1)C=1C=CC=CC1 (tetrakis(triphenylphosphine)palladium). Solvent: C1(=CC=CC=C1)C (toluene). The product is ClC1=NC2=CC=CC=C2N=C1C1=NC(=NC(=C1)SC)C (2-chloro-3-(2-methyl-6-(methylthio)pyrimidin-4-yl)quinoxaline). Reaction SMILES: [CH3:1][C:2]1[N:7]=[C:6]([S:8][CH3:9])[CH:5]=[C:4]([Sn](CCCC)(CCCC)CCCC)[N:3]=1.[Cl:23][C:24]1[C:33](Cl)=[N:32][C:31]2[C:26](=[CH:27][CH:28]=[CH:29][CH:30]=2)[N:25]=1>C1(C)C=CC=CC=1.C1C=CC([P]([Pd]([P](C2C=CC=CC=2)(C2C=CC=CC=2)C2C=CC=CC=2)([P](C2C=CC=CC=2)(C2C=CC=CC=2)C2C=CC=CC=2)[P](C2C=CC=CC=2)(C2C=CC=CC=2)C2C=CC=CC=2)(C2C=CC=CC=2)C2C=CC=CC=2)=CC=1>[Cl:23][C:24]1[C:33]([C:4]2[CH:5]=[C:6]([S:8][CH3:9])[N:7]=[C:2]([CH3:1])[N:3]=2)=[N:32][C:31]2[C:26](=[CH:27][CH:28]=[CH:29][CH:30]=2)[N:25]=1 |^1:45,47,66,85|. Starting materials: ClC=1C=NC=C(C1SC1=C(C=C(S1)C(=O)O)[N+](=O)[O-])Cl (5-[(3,5-dichloro-4-pyridyl)sulfanyl]-4-nitro-thiophene-2-carboxylic acid), OC1CNCCC1 (3-hydroxyl piperidine). Yields the product ClC=1C=NC=C(C1SC1=C(C=C(S1)C(=O)N1CC(CCC1)O)[N+](=O)[O-])Cl ((5-((3,5-dichloropyridin-4-yl)thio)-4-nitrothiophen-2-yl)(3-hydroxypiperidin-1-yl)methanone), solid. The yield is 12.0%. As a reaction SMILES: [Cl:1][C:2]1[CH:3]=[N:4][CH:5]=[C:6]([Cl:20])[C:7]=1[S:8][C:9]1[S:13][C:12]([C:14]([OH:16])=O)=[CH:11][C:10]=1[N+:17]([O-:19])=[O:18].[OH:21][CH:22]1[CH2:27][CH2:26][CH2:25][NH:24][CH2:23]1>>[Cl:20][C:6]1[CH:5]=[N:4][CH:3]=[C:2]([Cl:1])[C:7]=1[S:8][C:9]1[S:13][C:12]([C:14]([N:24]2[CH2:25][CH2:26][CH2:27][CH:22]([OH:21])[CH2:23]2)=[O:16])=[CH:11][C:10]=1[N+:17]([O-:19])=[O:18]. Procedure: Prepared according to the procedure described for example 70 from 5-[(3,5-dichloro-4-pyridyl)sulfanyl]-4-nitro-thiophene-2-carboxylic acid (150 mg, 0.43 mmol) and 3-hydroxyl piperidine (52 mg, 0.52 mmol). The title compound was obtained as a solid (22 mg, 12% yield). 1H NMR (400 MHz, d6-DMSO) δ: 8.97 (2H, m), 7.99 (1H, m), 4.96 (1H, m), 3.61 (3H, m), 1.72 (2H, m), 1.49 (2H, m). MS m/z: 434.08, 436.03 [M+H]+. Starting materials: C(CCC)C1=NC2=C(N1CC1=CC=C(C=C1)C=1C(=CC=CC1)C(=O)OC(C)(C)C)C=C(C=C2)OC(=O)N(C)C (tert.-butyl 4'[(2-n-butyl-6-dimethylaminocarbonyloxy-benzimidazol-1-yl)-methyl]biphenyl-2-carboxylate), FC(C(=O)O)(F)F (trifluoroacetic acid). The solvent is C(Cl)Cl (methylene chloride). Product: C(CCC)C1=NC2=C(N1CC1=CC=C(C=C1)C=1C(=CC=CC1)C(=O)O)C=C(C=C2)OC(=O)N(C)C (4'[(2-n-Butyl-6-dimethylaminocarbonyloxy-benzimidazol-1-yl)-methyl]biphenyl-2-carboxylic acid). Reaction SMILES: [CH2:1]([C:5]1[N:9]([CH2:10][C:11]2[CH:16]=[CH:15][C:14]([C:17]3[C:18]([C:23]([O:25]C(C)(C)C)=[O:24])=[CH:19][CH:20]=[CH:21][CH:22]=3)=[CH:13][CH:12]=2)[C:8]2[CH:30]=[C:31]([O:34][C:35]([N:37]([CH3:39])[CH3:38])=[O:36])[CH:32]=[CH:33][C:7]=2[N:6]=1)[CH2:2][CH2:3][CH3:4].FC(F)(F)C(O)=O>C(Cl)Cl>[CH2:1]([C:5]1[N:9]([CH2:10][C:11]2[CH:12]=[CH:13][C:14]([C:17]3[C:18]([C:23]([OH:25])=[O:24])=[CH:19][CH:20]=[CH:21][CH:22]=3)=[CH:15][CH:16]=2)[C:8]2[CH:30]=[C:31]([O:34][C:35]([N:37]([CH3:39])[CH3:38])=[O:36])[CH:32]=[CH:33][C:7]=2[N:6]=1)[CH2:2][CH2:3][CH3:4]. Procedure details: Prepared in analogous manner to Example 9 from tert.-butyl 4'[(2-n-butyl-6-dimethylaminocarbonyloxy-benzimidazol-1-yl)-methyl]biphenyl-2-carboxylate and trifluoroacetic acid in methylene chloride. Starting materials: NCC=1C=C(C=CC1OC1=CC=C(C=C1)NC(C1=CC(=C(C=C1)Cl)Cl)=O)CC(=O)OC(C)(C)C (tert-butyl 2-(3-(aminomethyl)-4-(4-(3,4-dichlorobenzamido)phenoxy)phenyl)acetate), N1=CC=CC=C1 (Pyridine), C(C1=CN=CC=C1)(=O)Cl (nicotinoyl chloride). Solvent: C(Cl)Cl (DCM), C(Cl)Cl (methylene chloride), O (water). Reaction conditions: time 12 hour. The product is ClC=1C=C(C(=O)NC2=CC=C(OC3=C(C=C(C=C3)CC(=O)OC(C)(C)C)CNC(C3=CN=CC=C3)=O)C=C2)C=CC1Cl (tert-butyl 2-(4-(4-(3,4-dichlorobenzamido)phenoxy)-3-(nicotinamidomethyl)phenyl)-acetate). Yield: 66.0%. RXN SMILES: [NH2:1][CH2:2][C:3]1[CH:4]=[C:5]([CH2:27][C:28]([O:30][C:31]([CH3:34])([CH3:33])[CH3:32])=[O:29])[CH:6]=[CH:7][C:8]=1[O:9][C:10]1[CH:15]=[CH:14][C:13]([NH:16][C:17](=[O:26])[C:18]2[CH:23]=[CH:22][C:21]([Cl:24])=[C:20]([Cl:25])[CH:19]=2)=[CH:12][CH:11]=1.N1C=CC=CC=1.[C:41](Cl)(=[O:48])[C:42]1[CH:47]=[CH:46][CH:45]=[N:44][CH:43]=1>C(Cl)Cl.O>[Cl:25][C:20]1[CH:19]=[C:18]([CH:23]=[CH:22][C:21]=1[Cl:24])[C:17]([NH:16][C:13]1[CH:12]=[CH:11][C:10]([O:9][C:8]2[CH:7]=[CH:6][C:5]([CH2:27][C:28]([O:30][C:31]([CH3:34])([CH3:33])[CH3:32])=[O:29])=[CH:4][C:3]=2[CH2:2][NH:1][C:41](=[O:48])[C:42]2[CH:47]=[CH:46][CH:45]=[N:44][CH:43]=2)=[CH:15][CH:14]=1)=[O:26]. Procedure: The product of step C (0.050 g, 0.997 mmol) was dissolved into 1 mL of DCM in a small test tube. Pyridine (0.017 g, 0.219 mmol) and nicotinoyl chloride (0.0195 g, 0.110 mmol) were added, and the reaction mixture was stirred for 12 hours. The reaction mixture was then diluted with methylene chloride and water. The methylene chloride layer was separated and loaded directly onto a biotage 12i column eluting with methylene chloride:MeOH (95:5) to yield tert-butyl 2-(4-(4-(3,4-dichlorobenzamido)pheno... Starting materials: CCO, O=C[O-], [NH4+], O, COC(=O)CC(Nc1ccc([N+](=O)[O-])cc1[N+](=O)[O-])c1ccc(-c2ccccc2)cc1. Product: COC(=O)CC(Nc1ccc([N+](=O)[O-])cc1N)c1ccc(-c2ccccc2)cc1. RXN SMILES: [CH3:37][CH2:38][OH:39].[CH:32]([O-:33])=[O:34].[NH4+:35].[OH2:36].[c:1]1(-[c:26]2[cH:27][cH:28][cH:29][cH:30][cH:31]2)[cH:2][cH:3][c:4]([CH:7]([CH2:8][C:9](=[O:10])[O:11][CH3:12])[NH:13][c:14]2[c:15]([N+:23]([O-:24])=[O:25])[cH:16][c:17]([N+:20](=[O:21])[O-:22])[cH:18][cH:19]2)[cH:5][cH:6]1>>[c:1]1(-[c:26]2[cH:27][cH:28][cH:29][cH:30][cH:31]2)[cH:2][cH:3][c:4]([CH:7]([CH2:8][C:9](=[O:10])[O:11][CH3:12])[NH:13][c:14]2[c:15]([NH2:23])[cH:16][c:17]([N+:20](=[O:21])[O-:22])[cH:18][cH:19]2)[cH:5][cH:6]1.